From a dataset of the Open Reaction Database (ORD), a public repository of structured organic reaction records. describe an organic reaction: reactants, conditions, products, and yield The reactants are O=C(CBr)c1ccccc1, CC#N, CCN(C(C)C)C(C)C, O=C(c1cc(C(F)(F)F)cc(C(F)(F)F)c1)N1CCNCC1Cc1c[nH]c2ccccc12, [I-], [K+]. The product is O=C(CN1CCN(C(=O)c2cc(C(F)(F)F)cc(C(F)(F)F)c2)C(Cc2c[nH]c3ccccc23)C1)c1ccccc1. RXN SMILES: [Br:1][CH2:2][C:3](=[O:4])[c:5]1[cH:6][cH:7][cH:8][cH:9][cH:10]1.[CH3:54][C:55]#[N:56].[CH:45]([N:46]([CH:47]([CH3:48])[CH3:49])[CH2:50][CH3:51])([CH3:52])[CH3:53].[F:11][C:12]([c:13]1[cH:14][c:15]([C:16](=[O:17])[N:18]2[CH:19]([CH2:24][c:25]3[cH:26][nH:27][c:28]4[cH:29][cH:30][cH:31][cH:32][c:33]34)[CH2:20][NH:21][CH2:22][CH2:23]2)[cH:34][c:35]([C:37]([F:38])([F:39])[F:40])[cH:36]1)([F:41])[F:42].[I-:44].[K+:43]>>[CH2:2]([C:3](=[O:4])[c:5]1[cH:6][cH:7][cH:8][cH:9][cH:10]1)[N:21]1[CH2:20][CH:19]([CH2:24][c:25]2[cH:26][nH:27][c:28]3[cH:29][cH:30][cH:31][cH:32][c:33]23)[N:18]([C:16]([c:15]2[cH:14][c:13]([C:12]([F:11])([F:41])[F:42])[cH:36][c:35]([C:37]([F:38])([F:39])[F:40])[cH:34]2)=[O:17])[CH2:23][CH2:22]1. Starting materials: NS(=O)(=O)c1ccccc1[N+](=O)[O-], CCC(=C(c1ccccc1)c1ccc(C=CC(=O)O)cc1)c1ccccc1. Yields the product CCC(=C(c1ccccc1)c1ccc(C=CC(=O)NS(=O)(=O)c2ccccc2[N+](=O)[O-])cc1)c1ccccc1. As a reaction SMILES: [N+:28](=[O:29])([O-:30])[c:31]1[c:32]([S:37](=[O:38])(=[O:39])[NH2:40])[cH:33][cH:34][cH:35][cH:36]1.[c:1]1([C:7](=[C:8]([CH2:9][CH3:10])[c:11]2[cH:12][cH:13][cH:14][cH:15][cH:16]2)[c:17]2[cH:18][cH:19][c:20]([CH:23]=[CH:24][C:25](=[O:26])[OH:27])[cH:21][cH:22]2)[cH:2][cH:3][cH:4][cH:5][cH:6]1>>[c:1]1([C:7](=[C:8]([CH2:9][CH3:10])[c:11]2[cH:12][cH:13][cH:14][cH:15][cH:16]2)[c:17]2[cH:18][cH:19][c:20]([CH:23]=[CH:24][C:25](=[O:26])[NH:40][S:37]([c:32]3[c:31]([N+:28](=[O:29])[O-:30])[cH:36][cH:35][cH:34][cH:33]3)(=[O:38])=[O:39])[cH:21][cH:22]2)[cH:2][cH:3][cH:4][cH:5][cH:6]1. Starting materials: Cl.ClCC1(CC1)N(C)C (1-(Chloromethyl)N,N-dimethylcyclopropanamine hydrochloride), [C-]#N.[Na+] (sodium cyanide), [I-].[K+] (potassium iodide), C([O-])([O-])=O.[Na+].[Na+] (sodium carbonate), [Cl-].[Na+] (sodium chloride). Run in CS(=O)C (dimethyl sulphoxide). Reaction conditions: time 20 hour. Yields the product CN(C1(CC1)CC#N)C ([1-(Dimethylamino)cyclopropyl]acetonitrile). RXN SMILES: Cl.Cl[CH2:3][C:4]1([N:7]([CH3:9])[CH3:8])[CH2:6][CH2:5]1.[C-:10]#[N:11].[Na+].[I-].[K+].C(=O)([O-])[O-].[Na+].[Na+].[Cl-].[Na+]>CS(C)=O>[CH3:8][N:7]([CH3:9])[C:4]1([CH2:3][C:10]#[N:11])[CH2:6][CH2:5]1 |f:0.1,2.3,4.5,6.7.8,9.10|. Reported procedure: 30.3 g of the compound obtained in Step 1 are added to a solution of 43 g of sodium cyanide and 3.5 g of potassium iodide in 400 ml of dimethyl sulphoxide. After stirring for 20 hours at ambient temperature, 490 ml of 10% aqueous sodium carbonate solution and then sodium chloride are added. The mixture is extracted with ether. After conventional treatment of the organic phases, chromatography over silica gel allows the expected product to be isolated. The reactants are BrC=1C=C(C=C(C1)C1=CC=C(C=C1)C#N)COCC1(CCN(CC1)C(=O)OC(C)(C)C)C1=CC=CC=C1 (tert-butyl 4-(((5-bromo-4′-cyanobiphenyl-3-yl)methoxy)methyl)-4-phenylpiperidine-1-carboxylate), CB1OB(OB(O1)C)C (trimethyl boroxine), O1CCOCC1.O (1,4-dioxane water), C([O-])([O-])=O.[K+].[K+] (potassium carbonate). The reagents and catalysts are [Pd].C1(=CC=CC=C1)P(C1=CC=CC=C1)C1=CC=CC=C1.C1(=CC=CC=C1)P(C1=CC=CC=C1)C1=CC=CC=C1.C1(=CC=CC=C1)P(C1=CC=CC=C1)C1=CC=CC=C1.C1(=CC=CC=C1)P(C1=CC=CC=C1)C1=CC=CC=C1 (tetrakis(triphenylphosphine) palladium(0)). Run in CO (MeOH), CO (MeOH). Run at temperature 120 celsius. Yields the product C(#N)C1=CC=C(C=C1)C1=CC(=CC(=C1)C)COCC1(CCN(CC1)C(=O)OC(C)(C)C)C1=CC=CC=C1 (tert-Butyl 4-(((4′-cyano-5-methylbiphenyl-3-yl)methoxy)methyl)-4-phenylpiperidine-1-carboxylate). Reaction SMILES: Br[C:2]1[CH:3]=[C:4]([CH2:16][O:17][CH2:18][C:19]2([C:32]3[CH:37]=[CH:36][CH:35]=[CH:34][CH:33]=3)[CH2:24][CH2:23][N:22]([C:25]([O:27][C:28]([CH3:31])([CH3:30])[CH3:29])=[O:26])[CH2:21][CH2:20]2)[CH:5]=[C:6]([C:8]2[CH:13]=[CH:12][C:11]([C:14]#[N:15])=[CH:10][CH:9]=2)[CH:7]=1.[CH3:38]B1OB(C)OB(C)O1.O1CCOCC1.O.C(=O)([O-])[O-].[K+].[K+]>[Pd].C1(P(C2C=CC=CC=2)C2C=CC=CC=2)C=CC=CC=1.C1(P(C2C=CC=CC=2)C2C=CC=CC=2)C=CC=CC=1.C1(P(C2C=CC=CC=2)C2C=CC=CC=2)C=CC=CC=1.C1(P(C2C=CC=CC=2)C2C=CC=CC=2)C=CC=CC=1.CO>[C:14]([C:11]1[CH:12]=[CH:13][C:8]([C:6]2[CH:7]=[C:2]([CH3:38])[CH:3]=[C:4]([CH2:16][O:17][CH2:18][C:19]3([C:32]4[CH:33]=[CH:34][CH:35]=[CH:36][CH:37]=4)[CH2:20][CH2:21][N:22]([C:25]([O:27][C:28]([CH3:30])([CH3:29])[CH3:31])=[O:26])[CH2:23][CH2:24]3)[CH:5]=2)=[CH:9][CH:10]=1)#[N:15] |f:2.3,4.5.6,7.8.9.10.11|. Procedure: A microwave tube was charged with tert-butyl 4-(((5-bromo-4′-cyanobiphenyl-3-yl)methoxy)methyl)-4-phenylpiperidine-1-carboxylate (48 mg, 0.09 mmol), trimethyl boroxine (13 μL, 0.09 mmol), and tetrakis(triphenylphosphine) palladium(0) (10 mg, 9 μmol). The tube was flushed with nitrogen, treated with a mixture of 1,4-dioxane/water (9:1, 2 mL) and potassium carbonate (35.1 mg, 0.25 mmol). The tube was sealed and heated at 120° C. for 1 h via microwave. After cooling to room temperature, the reactio... Reactants: N#CC1CCCN1C(=O)CBr, C1CCOC1, CC(C)CC(N)C(=O)N1CCCC1C(N)=O. Yields the product CC(C)CC(NCC(=O)N1CCCC1C#N)C(=O)N1CCCC1C(N)=O. RXN SMILES: [Br:1][CH2:2][C:3](=[O:4])[N:5]1[CH:6]([C:10]#[N:11])[CH2:7][CH2:8][CH2:9]1.[CH2:28]1[O:29][CH2:30][CH2:31][CH2:32]1.[NH2:12][CH:13]([C:14](=[O:15])[N:16]1[CH:17]([C:21](=[O:22])[NH2:23])[CH2:18][CH2:19][CH2:20]1)[CH2:24][CH:25]([CH3:26])[CH3:27]>>[CH2:2]([C:3](=[O:4])[N:5]1[CH:6]([C:10]#[N:11])[CH2:7][CH2:8][CH2:9]1)[NH:12][CH:13]([C:14](=[O:15])[N:16]1[CH:17]([C:21](=[O:22])[NH2:23])[CH2:18][CH2:19][CH2:20]1)[CH2:24][CH:25]([CH3:26])[CH3:27]. Starting materials: CC(C)(C)[Si](C)(C)Cl, CN(C)CC(O)CO, ClCCl, O, c1c[nH]cn1. Yields the product CN(C)CC(O)CO[Si](C)(C)C(C)(C)C. As a reaction SMILES: [C:14]([CH3:15])([CH3:16])([CH3:17])[Si:18]([CH3:19])([CH3:20])[Cl:21].[CH3:1][N:2]([CH2:3][CH:4]([CH2:5][OH:6])[OH:7])[CH3:8].[Cl:23][CH2:24][Cl:25].[OH2:22].[nH:9]1[cH:10][cH:11][n:12][cH:13]1>>[CH3:1][N:2]([CH2:3][CH:4]([CH2:5][O:6][Si:18]([C:14]([CH3:15])([CH3:16])[CH3:17])([CH3:19])[CH3:20])[OH:7])[CH3:8]. Starting materials: N#Cc1ccc(CCBr)cc1, O=C(OC1CN2CCC1CC2)C1(c2ccccc2)CCCCCC1. Product: [Br-], N#Cc1ccc(CC[N+]23CCC(CC2)C(OC(=O)C2(c4ccccc4)CCCCCC2)C3)cc1. RXN SMILES: [Br:25][CH2:26][CH2:27][c:28]1[cH:29][cH:30][c:31]([C:32]#[N:33])[cH:34][cH:35]1.[c:1]1([C:7]2([C:14](=[O:15])[O:16][CH:17]3[CH2:18][N:19]4[CH2:20][CH2:21][CH:22]3[CH2:23][CH2:24]4)[CH2:8][CH2:9][CH2:10][CH2:11][CH2:12][CH2:13]2)[cH:2][cH:3][cH:4][cH:5][cH:6]1>>[Br-:25].[c:1]1([C:7]2([C:14](=[O:15])[O:16][CH:17]3[CH2:18][N+:19]4([CH2:26][CH2:27][c:28]5[cH:29][cH:30][c:31]([C:32]#[N:33])[cH:34][cH:35]5)[CH2:20][CH2:21][CH:22]3[CH2:23][CH2:24]4)[CH2:8][CH2:9][CH2:10][CH2:11][CH2:12][CH2:13]2)[cH:2][cH:3][cH:4][cH:5][cH:6]1.